This data is from the Open Reaction Database (ORD), a public repository of structured organic reaction records. The task is: describe an organic reaction: reactants, conditions, products, and yield As a reaction SMILES: [C:39](=[O:40])([O-:41])[OH:42].[CH3:11][CH:12]1[CH2:13][O:14][CH2:15][CH2:16][N:17]1[c:18]1[n:19][c:20](-[c:32]2[cH:33][cH:34][c:35]([NH2:36])[cH:37][cH:38]2)[n:21][c:22]([CH2:24][S:25](=[O:26])(=[O:27])[C:28]([CH3:29])([CH3:30])[CH3:31])[cH:23]1.[Cl:1][C:2](=[O:3])[O:4][c:5]1[cH:6][cH:7][cH:8][cH:9][cH:10]1.[Na+:43].[O:44]1[CH2:45][CH2:46][O:47][CH2:48][CH2:49]1>>[C:2](=[O:3])([O:4][c:5]1[cH:6][cH:7][cH:8][cH:9][cH:10]1)[NH:36][c:35]1[cH:34][cH:33][c:32](-[c:20]2[n:19][c:18]([N:17]3[CH:12]([CH3:11])[CH2:13][O:14][CH2:15][CH2:16]3)[cH:23][c:22]([CH2:24][S:25](=[O:26])(=[O:27])[C:28]([CH3:29])([CH3:30])[CH3:31])[n:21]2)[cH:38][cH:37]1. Starting materials: O=C([O-])O, CC1COCCN1c1cc(CS(=O)(=O)C(C)(C)C)nc(-c2ccc(N)cc2)n1, O=C(Cl)Oc1ccccc1, [Na+], C1COCCO1. Product: CC1COCCN1c1cc(CS(=O)(=O)C(C)(C)C)nc(-c2ccc(NC(=O)Oc3ccccc3)cc2)n1.